From a dataset of the Open Reaction Database (ORD), a public repository of structured organic reaction records. describe an organic reaction: reactants, conditions, products, and yield Reactants: CCOCC (Ether), C(C1=CC=CC=C1)Br (benzyl bromide), SC1=CC=NC=C1 (4-mercapto-pyridine). The solvent is C(C)O (ethanol). The product is C(C1=CC=CC=C1)SC1=CC=NC=C1 (4-Benzylmercaptopyridine), Br (hydrobromide), hydrate. Isolated yield 4.9%. As a reaction SMILES: [CH2:1]([Br:8])[C:2]1[CH:7]=[CH:6][CH:5]=[CH:4][CH:3]=1.[SH:9][C:10]1[CH:15]=[CH:14][N:13]=[CH:12][CH:11]=1.CCOCC>C(O)C>[CH2:1]([S:9][C:10]1[CH:15]=[CH:14][N:13]=[CH:12][CH:11]=1)[C:2]1[CH:7]=[CH:6][CH:5]=[CH:4][CH:3]=1.[BrH:8]. Reported procedure: A solution of benzyl bromide (1.71 g) and 4-mercapto-pyridine (1.11 g) in ethanol (10 ml) were heated at reflux for 4 hours. Ether (5 ml) was added and the solution allowed to crystallise. Recrystallisation from ethanol-ether gave the title compound hydrobromide as a quarter hydrate (1.0 g) mp. 202°-4° C. (Found: C, 50.5; H, 4.1; N, 5.3. C12H11NS,HBr 1/4H2O requires C, 50.3; H, 4.3; N, 4.9%). The reactants are CCO, CN1C(=O)C(C)(C)CN(C2CCCC2)c2nc(Cl)ncc21, Cl, COc1cc(C(=O)O)ccc1N, O. The product is COc1cc(C(=O)O)ccc1Nc1ncc2c(n1)N(C1CCCC1)CC(C)(C)C(=O)N2C. As a reaction SMILES: [CH3:36][CH2:37][OH:38].[Cl:1][c:2]1[n:3][cH:4][c:5]2[c:11]([n:12]1)[N:10]([CH:13]1[CH2:14][CH2:15][CH2:16][CH2:17]1)[CH2:9][C:8]([CH3:18])([CH3:19])[C:7](=[O:20])[N:6]2[CH3:21].[ClH:35].[NH2:22][c:23]1[c:24]([O:32][CH3:33])[cH:25][c:26]([C:27](=[O:28])[OH:29])[cH:30][cH:31]1.[OH2:34]>>[c:2]1([NH:22][c:23]2[c:24]([O:32][CH3:33])[cH:25][c:26]([C:27](=[O:28])[OH:29])[cH:30][cH:31]2)[n:3][cH:4][c:5]2[c:11]([n:12]1)[N:10]([CH:13]1[CH2:14][CH2:15][CH2:16][CH2:17]1)[CH2:9][C:8]([CH3:18])([CH3:19])[C:7](=[O:20])[N:6]2[CH3:21]. The reactants are C1CCOC1, COc1cnc(Cl)nc1, [H-], [Na+], CCS(=O)(=O)Nc1nc(-c2ncccn2)nc(OCCO)c1Oc1ccccc1OC, O=C(O)CC(O)(CC(=O)O)C(=O)O. Yields the product CCS(=O)(=O)Nc1nc(-c2ncccn2)nc(OCCOc2ncc(OC)cn2)c1Oc1ccccc1OC. Reaction SMILES: [CH2:56]1[O:57][CH2:58][CH2:59][CH2:60]1.[Cl:34][c:35]1[n:36][cH:37][c:38]([O:41][CH3:42])[cH:39][n:40]1.[H-:32].[Na+:33].[OH:1][CH2:2][CH2:3][O:4][c:5]1[c:6]([O:23][c:24]2[c:25]([O:30][CH3:31])[cH:26][cH:27][cH:28][cH:29]2)[c:7]([NH:17][S:18](=[O:19])(=[O:20])[CH2:21][CH3:22])[n:8][c:9](-[c:11]2[n:12][cH:13][cH:14][cH:15][n:16]2)[n:10]1.[OH:43][C:44]([CH2:45][C:46]([C:47](=[O:48])[OH:49])([CH2:50][C:51](=[O:52])[OH:53])[OH:54])=[O:55]>>[O:1]([CH2:2][CH2:3][O:4][c:5]1[c:6]([O:23][c:24]2[c:25]([O:30][CH3:31])[cH:26][cH:27][cH:28][cH:29]2)[c:7]([NH:17][S:18](=[O:19])(=[O:20])[CH2:21][CH3:22])[n:8][c:9](-[c:11]2[n:12][cH:13][cH:14][cH:15][n:16]2)[n:10]1)[c:35]1[n:36][cH:37][c:38]([O:41][CH3:42])[cH:39][n:40]1. The reactants are C(C1=CC=CC=C1)OC1=CC=C(C=C1)C1=CCN(CC1F)C(=O)OC(C)(C)C (tert-butyl 4-(4-(benzyloxy)-phenyl)-5-fluoro-5,6-dihydropyridine-1(2H)-carboxylate). The reagents and catalysts are [Pd] (Pd/C). Run in C(C)(=O)OCC (ethyl acetate). Reaction conditions: time 45 minute. The product is C(C1=CC=CC=C1)OC1=CC=C(C=C1)[C@@H]1[C@@H](CN(CC1)C(=O)OC(C)(C)C)F (cis-tert-butyl 4-(4-(benzyloxy)phenyl)-3-fluoropiperidine-1-carboxylate). Isolated yield 77.1%. RXN SMILES: [CH2:1]([O:8][C:9]1[CH:14]=[CH:13][C:12]([C:15]2[CH:20]([F:21])[CH2:19][N:18]([C:22]([O:24][C:25]([CH3:28])([CH3:27])[CH3:26])=[O:23])[CH2:17][CH:16]=2)=[CH:11][CH:10]=1)[C:2]1[CH:7]=[CH:6][CH:5]=[CH:4][CH:3]=1>C(OCC)(=O)C.[Pd]>[CH2:1]([O:8][C:9]1[CH:10]=[CH:11][C:12]([C@H:15]2[CH2:16][CH2:17][N:18]([C:22]([O:24][C:25]([CH3:27])([CH3:26])[CH3:28])=[O:23])[CH2:19][C@H:20]2[F:21])=[CH:13][CH:14]=1)[C:2]1[CH:3]=[CH:4][CH:5]=[CH:6][CH:7]=1. Reported procedure: To 10% Pd/C (220 mg) under nitrogen was added a soln of tert-butyl 4-(4-(benzyloxy)-phenyl)-5-fluoro-5,6-dihydropyridine-1(2H)-carboxylate (1.35 g, 3.5 mmol) in ethyl acetate (20 mL). The mixture was stirred at rt under a hydrogen atmosphere at balloon pressure for 45 min. The Pd/C was removed by filtration, and the filtrate was concentrated. The residue was purified via silica gel chromatography (40 g of silica gel) eluting with a gradient of 0-100% ethyl acetate in hexanes to give the product ... Reactants: CC(=O)O[BH-](OC(C)=O)OC(C)=O, CC(=O)O, CC(Cl)Cl, NCc1ccccc1, [Na+], [Na+], [OH-], O=Cc1ccoc1. Product: c1ccc(CNCc2ccoc2)cc1. Reaction SMILES: [C:13]([O:14][BH-:15]([O:16][C:17](=[O:18])[CH3:19])[O:20][C:21](=[O:22])[CH3:23])(=[O:24])[CH3:25].[CH3:9][C:10](=[O:11])[OH:12].[Cl:36][CH:37]([Cl:38])[CH3:39].[NH2:1][CH2:2][c:3]1[cH:4][cH:5][cH:6][cH:7][cH:8]1.[Na+:26].[Na+:35].[OH-:34].[o:27]1[cH:28][c:29]([CH:32]=[O:33])[cH:30][cH:31]1>>[NH:1]([CH2:2][c:3]1[cH:4][cH:5][cH:6][cH:7][cH:8]1)[CH2:32][c:29]1[cH:28][o:27][cH:31][cH:30]1. Reactants: O=C(NCC1Cc2cccc(-c3c(Cl)cccc3Cl)c2O1)OCc1ccccc1, Cl, C[Si](C)(C)I. Yields the product NCC1Cc2cccc(-c3c(Cl)cccc3Cl)c2O1. Reaction SMILES: [Cl:1][c:2]1[c:3](-[c:9]2[cH:10][cH:11][cH:12][c:13]3[c:17]2[O:16][CH:15]([CH2:18][NH:19][C:20](=[O:21])[O:22][CH2:23][c:24]2[cH:25][cH:26][cH:27][cH:28][cH:29]2)[CH2:14]3)[c:4]([Cl:8])[cH:5][cH:6][cH:7]1.[ClH:35].[I:30][Si:31]([CH3:32])([CH3:33])[CH3:34]>>[Cl:1][c:2]1[c:3](-[c:9]2[cH:10][cH:11][cH:12][c:13]3[c:17]2[O:16][CH:15]([CH2:18][NH2:19])[CH2:14]3)[c:4]([Cl:8])[cH:5][cH:6][cH:7]1.